Dataset: the Open Reaction Database (ORD), a public repository of structured organic reaction records. Task: describe an organic reaction: reactants, conditions, products, and yield Reactants: C[Si](C)(C)[N-][Si](C)(C)C.[Na+] (sodium bis(trimethylsilyl)amide), C1(CCCC1)S (cyclopentanethiol), BrCC1=CC=C(C#N)C=C1 (4-bromomethyl-benzonitrile). Run in C1CCOC1 (THF). Run at time 1 hour. The product is C1(CCCC1)SCC1=CC=C(C#N)C=C1 (4-(Cyclopentylthiomethyl)-benzonitrile). Reaction SMILES: C[Si]([N-][Si](C)(C)C)(C)C.[Na+].[CH:11]1([SH:16])[CH2:15][CH2:14][CH2:13][CH2:12]1.Br[CH2:18][C:19]1[CH:26]=[CH:25][C:22]([C:23]#[N:24])=[CH:21][CH:20]=1>C1COCC1>[CH:11]1([S:16][CH2:18][C:19]2[CH:26]=[CH:25][C:22]([C:23]#[N:24])=[CH:21][CH:20]=2)[CH2:15][CH2:14][CH2:13][CH2:12]1 |f:0.1|. Procedure details: Add sodium bis(trimethylsilyl)amide (20 mL, 40 mmol, 2M solution in THF) to a solution of cyclopentanethiol (4.3 mL, 40 mmol) in anhydrous THF (100 mL) and stir at room temperature under nitrogen for 1 h. Add 4-bromomethyl-benzonitrile (7.85 g, 40 mmol) and stir the mixture for 24 h at room temperature. Reduce solvent in vacuo and wash with saturated aqueous NaHCO3. Extract with DCM (50 mL), wash organic phase with brine (50 mL) and dry over MgSO4 to obtain a light yellow oil suitable for use wi...